From a dataset of the Open Reaction Database (ORD), a public repository of structured organic reaction records. describe an organic reaction: reactants, conditions, products, and yield The reactants are O=C(O)c1cncc(-c2cc3nc(Cl)nc(N4CCOCC4)c3s2)c1, CC(O)CN. Reaction SMILES: [Cl:1][c:2]1[n:3][c:4]([N:20]2[CH2:21][CH2:22][O:23][CH2:24][CH2:25]2)[c:5]2[c:6]([n:7]1)[cH:8][c:9](-[c:11]1[cH:12][c:13]([C:17](=[O:18])[OH:19])[cH:14][n:15][cH:16]1)[s:10]2.[NH2:26][CH2:27][CH:28]([CH3:29])[OH:30]>>[Cl:1][c:2]1[n:3][c:4]([N:20]2[CH2:21][CH2:22][O:23][CH2:24][CH2:25]2)[c:5]2[c:6]([n:7]1)[cH:8][c:9](-[c:11]1[cH:12][c:13]([C:17](=[O:18])[NH:26][CH2:27][CH:28]([CH3:29])[OH:30])[cH:14][n:15][cH:16]1)[s:10]2. The product is CC(O)CNC(=O)c1cncc(-c2cc3nc(Cl)nc(N4CCOCC4)c3s2)c1. The reactants are ice water, CC12S[C@H]3N(C1(C(=O)OC)C2)C(C3NC(COC3=CC=CC=C3)=O)=O (methyl 2-methyl-2,3-methylene-6-(2-phenoxyacetamido)-penam-3-carboxylate), [Br-].[Al+3].[Br-].[Br-] (aluminum bromide). The solvent is ClCCl (dichloromethane), ClCCl (dichloromethane). Reaction conditions: time 4.4 hour. Yields the product CC1S[C@H]2N(C(=C1)C(=O)OC)C(C2NC(COC2=CC=CC=C2)=O)=O (methyl 2-methyl-7-(2-phenoxyacetamido)-3-cephem-4-carboxylate). Yield: 33.3%. As a reaction SMILES: [CH3:1][C:2]12[CH2:11][C:6]1([C:7]([O:9][CH3:10])=[O:8])[N:5]1[C:12](=[O:25])[CH:13]([NH:14][C:15](=[O:24])[CH2:16][O:17][C:18]3[CH:23]=[CH:22][CH:21]=[CH:20][CH:19]=3)[C@H:4]1[S:3]2.[Br-].[Al+3].[Br-].[Br-]>ClCCl>[CH3:1][CH:2]1[CH:11]=[C:6]([C:7]([O:9][CH3:10])=[O:8])[N:5]2[C:12](=[O:25])[CH:13]([NH:14][C:15](=[O:24])[CH2:16][O:17][C:18]3[CH:19]=[CH:20][CH:21]=[CH:22][CH:23]=3)[C@H:4]2[S:3]1 |f:1.2.3.4|. Reported procedure: A solution of methyl 2-methyl-2,3-methylene-6-(2-phenoxyacetamido)-penam-3-carboxylate (2.1 g.) in dried dichloromethane (11 ml.) was dropwise added over 8 minutes at -10° C. to a solution of aluminum bromide (2.32 g.) in dried dichloromethane (23 ml.) and the reaction temperature was gradually elevated to room temperature, after which the mixture was stirred for 4.4 hours at room temperature. After the reaction, the reaction mixture was poured into ice-water (150 ml.) and the dichloromethane la...